Dataset: the Open Reaction Database (ORD), a public repository of structured organic reaction records. Task: describe an organic reaction: reactants, conditions, products, and yield Reactants: O (water), OC1=C2CCC(C2=CC=C1)=O (4-hydroxy-1-indanone), N1C=NC=C1 (imidazole), C(C)(C)(C)[Si](Cl)(C)C (tert-butyldimethylchiorosilane). Run in CN(C)C=O (DMF). Conditions: time 8 hour. Yields the product C1CC(=O)C2=CC=CC=C21 (indanone (1)). Isolated yield 79.9%. RXN SMILES: O[C:2]1[CH:10]=[CH:9][CH:8]=[C:7]2[C:3]=1[CH2:4][CH2:5][C:6]2=[O:11].N1C=CN=C1.C([Si](C)(C)Cl)(C)(C)C.O>CN(C=O)C>[CH2:4]1[C:3]2[C:7](=[CH:8][CH:9]=[CH:10][CH:2]=2)[C:6](=[O:11])[CH2:5]1. Reported procedure: To a solution of 4-hydroxy-1-indanone (25.0 g, 169 mmol) and imidazole (28.7 g, 422 mmol) in DMF (500 ml) was added tert-butyldimethylchiorosilane. The reaction mixture was stirred overnight at room temperature and treated with water (500 ml) and extracted with diethyl ether (500 ml). The organic phase was collected and dried over sodium sulfate. Evaporation gave a yellow oil which was distilled under reduced pressure to give indanone (1) (35.44 g, 135 mmol, 79.9%) as a colourless oil (120–121° ... Reactants: [H-].[Al+3].[Li+].[H-].[H-].[H-] (lithium aluminum hydride), FC1=CC=C(C=C1)C(C#CCN1CCC(CC1)(O)C1=CC=C(C=C1)Cl)O (1-[4-(p-fluorophenyl)-4-hydroxy-2-butynyl]-4-(p-chlorophenyl)-4-hydroxypiperidine), CC(=O)C (acetone). Solvent: CCOCC (ether). Conditions: temperature 25 celsius, time 4 hour. The product is FC1=CC=C(C=C1)C(C=CCN1CCC(CC1)(O)C1=CC=C(C=C1)Cl)O (1-[4-(p-fluorophenyl)-4-hydroxy-2-butenyl]-4-(p-chlorophenyl)-4-hydroxypiperidine). Isolated yield 124.3%. RXN SMILES: [H-].[Al+3].[Li+].[H-].[H-].[H-].[F:7][C:8]1[CH:13]=[CH:12][C:11]([CH:14]([OH:32])[C:15]#[C:16][CH2:17][N:18]2[CH2:23][CH2:22][C:21]([C:25]3[CH:30]=[CH:29][C:28]([Cl:31])=[CH:27][CH:26]=3)([OH:24])[CH2:20][CH2:19]2)=[CH:10][CH:9]=1.CC(C)=O>CCOCC>[F:7][C:8]1[CH:9]=[CH:10][C:11]([CH:14]([OH:32])[CH:15]=[CH:16][CH2:17][N:18]2[CH2:19][CH2:20][C:21]([C:25]3[CH:26]=[CH:27][C:28]([Cl:31])=[CH:29][CH:30]=3)([OH:24])[CH2:22][CH2:23]2)=[CH:12][CH:13]=1 |f:0.1.2.3.4.5|. Procedure details: To an ethereal solution (14 ml) of lithium aluminum hydride (0.37 g) was added a solution of 1-[4-(p-fluorophenyl)-4-hydroxy-2-butynyl]-4-(p-chlorophenyl)-4-hydroxypiperidine (1.20 g) in ether (13 ml) under ice-cooling. After stirring at 10° C for 1.5 hours and further at 25° C for 4 hours, acetone was added thereto in order to consume excess of lithium aluminum hydride. The resulting mixture was poured into an aqueous ammonium chloride solution and extracted with ethyl acetate. The ethyl acetat... Conditions: time 30 minute. As a reaction SMILES: [F:1][C:2]([F:12])([F:11])[C:3]1[CH:4]=[C:5]([CH:8]=[CH:9][CH:10]=1)[CH2:6][OH:7].[N+](=[CH:15][C:16]([O:18][CH2:19][CH3:20])=[O:17])=[N-]>ClCCl.CCCCCCC.CC(O)=O.CC(O)=O.CC(O)=O.CC(O)=O.[Rh].[Rh]>[CH2:19]([O:18][C:16](=[O:17])[CH2:15][O:7][CH2:6][C:5]1[CH:8]=[CH:9][CH:10]=[C:3]([C:2]([F:11])([F:12])[F:1])[CH:4]=1)[CH3:20] |f:4.5.6.7.8.9|. The reagents and catalysts are CC(=O)O.CC(=O)O.CC(=O)O.CC(=O)O.[Rh].[Rh] (rhodium (II) acetate dimer). Starting materials: [N+](=[N-])=CC(=O)OCC (ethyl diazoacetate), FC(C=1C=C(CO)C=CC1)(F)F (3-trifluoromethylbenzyl alcohol). Yield: 97.9%. Product: C(C)OC(COCC1=CC(=CC=C1)C(F)(F)F)=O ((3-Trifluoromethylbenzyloxy)acetic acid ethyl ester). Procedure: To a solution of 3-trifluoromethylbenzyl alcohol (1.62 g, 10.0 mmol) in dichloromethane (20 mL) is added rhodium (II) acetate dimer (10 mg) followed by ethyl diazoacetate (0.95 mL, 9.0 mmol). The reaction mixture is stirred at RT for 30 min. The reaction mixture is diluted with heptane, filtered through Celite, and the filtrate is evaporated and the residue is vacuum distilled at 150° C. to give 2.31 g of the product 394. 1H NMR (CDCl3) δ 7.65 (bs, 1H), 7.57 (m, 2H), 7.48 (t, 1H), 4.69 (s, 2H), ... The solvent is CCCCCCC (heptane), ClCCl (dichloromethane). Run in C(C)#N (acetonitrile). Yields the product C(CC1=CC=CC=C1)N1CCC(CC1)CC1=C(C=CC(=C1)OC)Br (N-phenethyl-4-(2-bromo-5-methoxy-benzyl)piperidine). Reported procedure: 4-(2-Bromo-5-methoxybenzyl)piperidine hydrochloride (192 mg, 0.60 mmol) was neutralized with a 1N-aqueous sodium hydroxide solution, followed by extraction with diethyl ether, whereby a corresponding free compound was obtained. A mixture of the free compound, phenethyl bromide (110 mg, 0.594 mmol), potassium carbonate (250 mg, 1.81 mmol), potassium iodide (10.3 mg, 0.062 mmol) and acetonitrile (3.6 mL) was heated under reflux under nitrogen for 8 hours. After the inorganic matters were filtered ... Reaction SMILES: Cl.[Br:2][C:3]1[CH:15]=[CH:14][C:13]([O:16][CH3:17])=[CH:12][C:4]=1[CH2:5][CH:6]1[CH2:11][CH2:10][NH:9][CH2:8][CH2:7]1.[OH-].[Na+].[CH2:20](Br)[CH2:21][C:22]1[CH:27]=[CH:26][CH:25]=[CH:24][CH:23]=1.C(=O)([O-])[O-].[K+].[K+].[I-].[K+]>C(#N)C>[CH2:20]([N:9]1[CH2:8][CH2:7][CH:6]([CH2:5][C:4]2[CH:12]=[C:13]([O:16][CH3:17])[CH:14]=[CH:15][C:3]=2[Br:2])[CH2:11][CH2:10]1)[CH2:21][C:22]1[CH:27]=[CH:26][CH:25]=[CH:24][CH:23]=1 |f:0.1,2.3,5.6.7,8.9|. The yield is 58.1%. The reactants are Cl.BrC1=C(CC2CCNCC2)C=C(C=C1)OC (4-(2-Bromo-5-methoxybenzyl)piperidine hydrochloride), [OH-].[Na+] (sodium hydroxide), C(CC1=CC=CC=C1)Br (phenethyl bromide), C([O-])([O-])=O.[K+].[K+] (potassium carbonate), [I-].[K+] (potassium iodide). Reactants: ClC1=NC=CC(=N1)C1=C(N=C2N1C=CC=C2)C=2C=CC(=C(C(=O)NC1=C(C=CC=C1F)F)C2)OCC (5-[3-(2-chloro-4-pyrimidinyl)imidazo[1,2-a]pyridin-2-yl]-N-(2,6-difluorophenyl)-2-(ethyloxy)benzamide), C(C)C=1C(=CC(=C(N)C1)OC)N1CCC(CC1)N1CCN(CC1)S(=O)(=O)C (5-ethyl-2-(methyloxy)-4-{4-[4-(methylsulfonyl)-1-piperazinyl]-1-piperidinyl}aniline), Cl (HCl). The solvent is C(C(F)(F)F)O (trifluoroethanol). Reaction conditions: temperature 170 celsius. Product: FC1=C(C(=CC=C1)F)NC(C1=C(C=CC(=C1)C=1N=C2N(C=CC=C2)C1C1=NC(=NC=C1)NC1=C(C=C(C(=C1)CC)N1CCC(CC1)N1CCN(CC1)S(=O)(=O)C)OC)OCC)=O (N-(2,6-difluorophenyl)-5-(3-{2-[(5-ethyl-2-(methyloxy)-4-{4-[4-(methylsulfonyl)-1-piperazinyl]-1-piperidinyl}phenyl)amino]-4-pyrimidinyl}imidazo[1,2-a]pyridin-2-yl)-2-(ethyloxy)benzamide). Isolated yield 70.1%. As a reaction SMILES: Cl[C:2]1[N:7]=[C:6]([C:8]2[N:12]3[CH:13]=[CH:14][CH:15]=[CH:16][C:11]3=[N:10][C:9]=2[C:17]2[CH:18]=[CH:19][C:20]([O:34][CH2:35][CH3:36])=[C:21]([CH:33]=2)[C:22]([NH:24][C:25]2[C:30]([F:31])=[CH:29][CH:28]=[CH:27][C:26]=2[F:32])=[O:23])[CH:5]=[CH:4][N:3]=1.[CH2:37]([C:39]1[C:40]([N:48]2[CH2:53][CH2:52][CH:51]([N:54]3[CH2:59][CH2:58][N:57]([S:60]([CH3:63])(=[O:62])=[O:61])[CH2:56][CH2:55]3)[CH2:50][CH2:49]2)=[CH:41][C:42]([O:46][CH3:47])=[C:43]([CH:45]=1)[NH2:44])[CH3:38].Cl>C(O)C(F)(F)F>[F:32][C:26]1[CH:27]=[CH:28][CH:29]=[C:30]([F:31])[C:25]=1[NH:24][C:22](=[O:23])[C:21]1[CH:33]=[C:17]([C:9]2[N:10]=[C:11]3[CH:16]=[CH:15][CH:14]=[CH:13][N:12]3[C:8]=2[C:6]2[CH:5]=[CH:4][N:3]=[C:2]([NH:44][C:43]3[CH:45]=[C:39]([CH2:37][CH3:38])[C:40]([N:48]4[CH2:49][CH2:50][CH:51]([N:54]5[CH2:55][CH2:56][N:57]([S:60]([CH3:63])(=[O:62])=[O:61])[CH2:58][CH2:59]5)[CH2:52][CH2:53]4)=[CH:41][C:42]=3[O:46][CH3:47])[N:7]=2)[CH:18]=[CH:19][C:20]=1[O:34][CH2:35][CH3:36]. Reported procedure: A mixture of 5-[3-(2-chloro-4-pyrimidinyl)imidazo[1,2-a]pyridin-2-yl]-N-(2,6-difluorophenyl)-2-(ethyloxy)benzamide (Intermediate Example 6) (0.125 g, 0.247 mmol), 5-ethyl-2-(methyloxy)-4-{4-[4-(methylsulfonyl)-1-piperazinyl]-1-piperidinyl}aniline (0.098 g, 0.247 mmol) and HCl (4N,1,4-Dioxane, 0.12 mL, 0.494 mmol) in trifluoroethanol (8 mL) was heated at 170° C. for 40 min in the microwave. The reaction was quenched with 7 N NH3 in MeOH and then concentrated to dryness. The residue was then disso... Starting materials: C([O-])([O-])=O.[Cs+].[Cs+] (caesium carbonate), BrCC1=CC=C(C=C1)CC(=O)O (4-Bromomethylphenylacetic acid), BrCC1=CC=C(C=C1)CC(=O)OCC(Cl)(Cl)Cl (2,2,2-trichloroethyl 4-bromomethylphenylacetate). The solvent is CN(C)C=O (DMF), O (water), O (Water). Run at time 8 hour. Yields the product OCC1=CC=C(C=C1)CC(=O)OCC1=CC=C(C=C1)CC(=O)OCC(Cl)(Cl)Cl (2,2,2-Trichloroethyl 4-(4-hydroxymethylphenylacetoxymethyl)-phenylacetate). The yield is 44.6%. Reaction SMILES: C(=O)([O-])[O-:2].[Cs+].[Cs+].Br[CH2:8][C:9]1[CH:14]=[CH:13][C:12]([CH2:15][C:16]([OH:18])=[O:17])=[CH:11][CH:10]=1.Br[CH2:20][C:21]1[CH:26]=[CH:25][C:24]([CH2:27][C:28]([O:30][CH2:31][C:32]([Cl:35])([Cl:34])[Cl:33])=[O:29])=[CH:23][CH:22]=1>O.CN(C=O)C>[OH:2][CH2:8][C:9]1[CH:14]=[CH:13][C:12]([CH2:15][C:16]([O:18][CH2:20][C:21]2[CH:26]=[CH:25][C:24]([CH2:27][C:28]([O:30][CH2:31][C:32]([Cl:35])([Cl:34])[Cl:33])=[O:29])=[CH:23][CH:22]=2)=[O:17])=[CH:11][CH:10]=1 |f:0.1.2|. Procedure: To a solution of caesium carbonate (1.63 g, 5.00 mmol) in water (50 ml) was added 4-bromomethylphenylacetic acid (12) (1.15 g, 5.00 mmol), and the mixture was refluxed for one hour. After cooling, the reaction mixture was concentrated to dryness under reduced pressure. The residue obtained was suspended in DMF (10 ml). Thereto was added 2,2,2-trichloroethyl 4-bromomethylphenylacetate (13) (1.80 g, 5.00 mmol), and the resulting mixture was stirred at room temperature overnight. Water was added an...